From a dataset of the Open Reaction Database (ORD), a public repository of structured organic reaction records. describe an organic reaction: reactants, conditions, products, and yield The reactants are CN1C(=NC=C1C=O)C (1,2-dimethyl-1H-imidazole-5-carbaldehyde), [Li]CCCC (n-BuLi), BrC=1C=C2C(=C(C(=NC2=CC1)OC)CC=1C=NC(=CC1)C(F)(F)F)Cl (6-bromo-4-chloro-2-methoxy-3-((6-(trifluoromethyl)pyridin-3-yl)methyl)quinoline), BrC=1C=C2C(=C(C(=NC2=CC1)OC)CC=1C=NC(=CC1)C(F)(F)F)Cl (6-bromo-4-chloro-2-methoxy-3-((6-(trifluoromethyl)pyridin-3-yl)methyl)quinoline). Solvent: C1CCOC1 (THF), C1CCOC1 (THF). Run at time 1.5 minute. Product: ClC1=C(C(=NC2=CC=C(C=C12)C(O)C1=CN=C(N1C)C)OC)CC=1C=NC(=CC1)C(F)(F)F ((4-Chloro-2-methoxy-3-((6-(trifluoromethyl)pyridin-3-yl)methyl)quinolin-6-yl)(1,2-dimethyl-1H-imidazol-5-yl)methanol). RXN SMILES: [Li]CCCC.Br[C:7]1[CH:8]=[C:9]2[C:14](=[CH:15][CH:16]=1)[N:13]=[C:12]([O:17][CH3:18])[C:11]([CH2:19][C:20]1[CH:21]=[N:22][C:23]([C:26]([F:29])([F:28])[F:27])=[CH:24][CH:25]=1)=[C:10]2[Cl:30].[CH3:31][N:32]1[C:36]([CH:37]=[O:38])=[CH:35][N:34]=[C:33]1[CH3:39]>C1COCC1>[Cl:30][C:10]1[C:9]2[C:14](=[CH:15][CH:16]=[C:7]([CH:37]([C:36]3[N:32]([CH3:31])[C:33]([CH3:39])=[N:34][CH:35]=3)[OH:38])[CH:8]=2)[N:13]=[C:12]([O:17][CH3:18])[C:11]=1[CH2:19][C:20]1[CH:21]=[N:22][C:23]([C:26]([F:29])([F:28])[F:27])=[CH:24][CH:25]=1. Procedure: A solution of n-BuLi (2.5 M in hexanes, 0.9 mL, 2.25 mmol) was added dropwise by syringe to a solution of 6-bromo-4-chloro-2-methoxy-3-((6-(trifluoromethyl)pyridin-3-yl)methyl)quinoline (1.009 g, 2.338 mmol, Intermediate 9: step c) in dry THF (12.5 mL) in a dry ice-acetone bath. After 1-2 minutes, a solution of 1,2-dimethyl-1H-imidazole-5-carbaldehyde (359.6 mg, 2.897 mmol) in dry THF (5 mL) was added dropwise. The reaction was stirred for 10 minutes, then was moved into an ice bath and allowed ...